From a dataset of the Open Reaction Database (ORD), a public repository of structured organic reaction records. describe an organic reaction: reactants, conditions, products, and yield Solvent: CN(C)C=O (DMF). The reactants are [N+](=O)([O-])C=1C=C(C=CC1)S(=O)(=O)OC[C@H]1OC1 ((2S)-oxiran-2-ylmethyl 3-nitrobenzenesulfonate), OC1=C(C(=O)OC)C=CC(=C1)C (methyl 2-hydroxy-4-methylbenzoate), C(=O)([O-])[O-].[Cs+].[Cs+] (Cs2CO3). Reported procedure: A mixture of (2S)-oxiran-2-ylmethyl 3-nitrobenzenesulfonate (777.7 mg, 3.0 mmol), methyl 2-hydroxy-4-methylbenzoate ((498.5 mg, 3.0 mmol) and Cs2CO3 (1.17 g, 3.6 mmol) in DMF (10 mL) was stirred at room temperature overnight. The reaction mixture was partitioned between ethyl acetate and H2O. The organic layer was dried over Na2SO4, filtered and concentrated. The residue was purified by silica gel flash chromatography (0-20% ethyl acetate in petroleum spirit) to give the subtitled compound (500 ... As a reaction SMILES: [N+](C1C=C(S(O[CH2:14][C@@H:15]2[CH2:17][O:16]2)(=O)=O)C=CC=1)([O-])=O.[OH:18][C:19]1[CH:28]=[C:27]([CH3:29])[CH:26]=[CH:25][C:20]=1[C:21]([O:23][CH3:24])=[O:22].C([O-])([O-])=O.[Cs+].[Cs+]>CN(C=O)C>[CH3:29][C:27]1[CH:26]=[CH:25][C:20]([C:21]([O:23][CH3:24])=[O:22])=[C:19]([O:18][CH2:14][C@@H:15]2[CH2:17][O:16]2)[CH:28]=1 |f:2.3.4|. Run at time 8 hour. The product is CC1=CC(=C(C(=O)OC)C=C1)OC[C@H]1OC1 (Methyl 4-methyl-2-[(2S)-oxiran-2-ylmethoxy]benzoate). Starting materials: C(CC(=O)[O-])(=O)OCC.[K+] (potassium ethyl malonate), C[Mg]Cl (methyl magnesium chloride), ClC1=C(C(=O)Cl)C=C(C(=C1)F)F (2-chloro-4,5-difluorobenzoyl chloride). The solvent is O1CCCC1 (tetrahydrofuran). Conditions: time 30 minute. Product: C(C)OC(CC(=O)C1=C(C=C(C(=C1)F)F)Cl)=O (Ethyl-3-(2-chloro-4,5-difluorophenyl)-3-oxopropionate). Isolated yield 92.8%. Reaction SMILES: [C:1]([O:7][CH2:8][CH3:9])(=[O:6])[CH2:2][C:3]([O-:5])=O.[K+].C[Mg]Cl.[Cl:14][C:15]1[CH:23]=[C:22]([F:24])[C:21]([F:25])=[CH:20][C:16]=1C(Cl)=O>O1CCCC1>[CH2:8]([O:7][C:1](=[O:6])[CH2:2][C:3]([C:16]1[CH:20]=[C:21]([F:25])[C:22]([F:24])=[CH:23][C:15]=1[Cl:14])=[O:5])[CH3:9] |f:0.1|. Procedure: A 400 liter glass-lined reactor was charged with 129 liters of dry tetrahydrofuran and 21.7 kg (2.1 equivalents) of potassium ethyl malonate. With slight cooling, 42.4 liters of 3M methyl magnesium chloride was added at a rate to keep the temperature between 20° to 50° C. After a 30 minute stir, the solution was cooled to 0° to -5° C. and 12.8 kg of 2-chloro-4,5-difluorobenzoyl chloride was added at a rate to keep the temperature between 0° and 5° C. The solution was then quenched into 106 liter...